Dataset: the Open Reaction Database (ORD), a public repository of structured organic reaction records. Task: describe an organic reaction: reactants, conditions, products, and yield Run at time 3 hour. As a reaction SMILES: C([N:8]1[CH2:16][CH:15]2[CH:10]([CH2:11][CH:12]([CH2:26][OH:27])[CH2:13][C:14]2([C:18]2[CH:23]=[CH:22][CH:21]=[CH:20][C:19]=2[O:24][CH3:25])[OH:17])[CH2:9]1)C1C=CC=CC=1>C(O)C.[OH-].[OH-].[Pd+2]>[OH:27][CH2:26][CH:12]1[CH2:11][CH:10]2[CH:15]([CH2:16][NH:8][CH2:9]2)[C:14]([C:18]2[CH:23]=[CH:22][CH:21]=[CH:20][C:19]=2[O:24][CH3:25])([OH:17])[CH2:13]1 |f:2.3.4|. Run in C(C)O (ethanol). Yields the product OCC1CC(C2CNCC2C1)(O)C1=C(C=CC=C1)OC ((3aRS,4RS,6SR,7aSR)-6-hydroxymethyl-4-(2-methoxyphenyl)perhydroisoindol-4-ol). The reagents and catalysts are [OH-].[OH-].[Pd+2] (palladium hydroxide on carbon). Isolated yield 128.2%. Reactants: C(C1=CC=CC=C1)N1CC2CC(CC(C2C1)(O)C1=C(C=CC=C1)OC)CO ((3aRS,4RS,6SR,7aSR)-2-benzyl-6-hydroxymethyl-4-(2-methoxyphenyl) perhydroisoindol-4-ol). Reported procedure: A suspension of 3.1 g of (3aRS,4RS,6SR,7aSR)-2-benzyl-6-hydroxymethyl-4-(2-methoxyphenyl) perhydroisoindol-4-ol and 0.5 g of 20% palladium hydroxide on carbon black in 75 cm3 of ethanol is hydrogenated under atmospheric pressure at 60° C. for 3 hours. The reaction mixture is subsequently filtered and concentrated to dryness under reduced pressure (2.7 kPa). 3.0 g of (3aRS,4RS,6SR,7aSR)-6-hydroxymethyl-4-(2-methoxyphenyl)perhydroisoindol-4-ol are obtained in the form of a thick white foam. The reactants are C(C)(C)N1N=C(C(=C1)C1=CC(=NC=C1)N)C=1C=C2C(=NC1)NC=C2 (4-(1-isopropyl-3-(1H-pyrrolo[2,3-b]pyridin-5-yl)-1H-pyrazol-4-yl)pyridin-2-amine), ClN1C(CCC1=O)=O (N-chlorosuccinimide), ClN1C(CCC1=O)=O (N-chlorosuccinimide). Run in C(Cl)Cl (CH2Cl2). Conditions: time 4 hour. Yields the product ClC1=CNC2=NC=C(C=C21)C2=NN(C=C2C2=CC(=NC=C2)N)C(C)C (4-(3-(3-chloro-1H-pyrrolo[2,3-b]pyridin-5-yl)-1-isopropyl-1H-pyrazol-4-yl)pyridin-2-amine). Yield: 30.5%. Reaction SMILES: [CH:1]([N:4]1[CH:8]=[C:7]([C:9]2[CH:14]=[CH:13][N:12]=[C:11]([NH2:15])[CH:10]=2)[C:6]([C:16]2[CH:17]=[C:18]3[CH:24]=[CH:23][NH:22][C:19]3=[N:20][CH:21]=2)=[N:5]1)([CH3:3])[CH3:2].[Cl:25]N1C(=O)CCC1=O>C(Cl)Cl>[Cl:25][C:24]1[C:18]2[C:19](=[N:20][CH:21]=[C:16]([C:6]3[C:7]([C:9]4[CH:14]=[CH:13][N:12]=[C:11]([NH2:15])[CH:10]=4)=[CH:8][N:4]([CH:1]([CH3:3])[CH3:2])[N:5]=3)[CH:17]=2)[NH:22][CH:23]=1. Procedure details: A mixture 4-(1-isopropyl-3-(1H-pyrrolo[2,3-b]pyridin-5-yl)-1H-pyrazol-4-yl)pyridin-2-amine (H-1-10) (40 mg, 0.13 mmol) and N-chlorosuccinimide (19.3 mg, 0.14 mmol) in CH2Cl2 (2 ml) was stirred at room temperature for 18 hours. Another portion of N-chlorosuccinimide (5 mg, 0.04 mmol) was added and stirring continued at room temperature for an additional 4 hours. The reaction was concentrated under reduced pressure and the residue was purified by reverse phase HPLC to give 14 mg (31% yield) 4-(3-(... Starting materials: CCn1cc(C(C)C(NC(=O)OCc2ccccc2)C(=O)OC)c2cc(Cl)ccc21, CO. Product: CCn1cc(C(C)C(N)C(=O)OC)c2cc(Cl)ccc21. As a reaction SMILES: [CH3:1][O:2][C:3]([CH:4]([NH:5][C:6]([O:7][CH2:8][c:9]1[cH:10][cH:11][cH:12][cH:13][cH:14]1)=[O:15])[CH:16]([c:17]1[cH:18][n:19]([CH2:27][CH3:28])[c:20]2[cH:21][cH:22][c:23]([Cl:26])[cH:24][c:25]12)[CH3:29])=[O:30].[CH3:31][OH:32]>>[CH3:1][O:2][C:3]([CH:4]([NH2:5])[CH:16]([c:17]1[cH:18][n:19]([CH2:27][CH3:28])[c:20]2[cH:21][cH:22][c:23]([Cl:26])[cH:24][c:25]12)[CH3:29])=[O:30]. Product: N1=CC(=CC=C1)C=CC1=NC2=CC=CC=C2C(N1)=O (2-(2-(3-pyridyl)vinyl)quinazolin-4-one). The reactants are CC1=NC2=CC=CC=C2C(N1)=O (2-methylquinazolin-4-one), N1=CC(=CC=C1)C=O (3-pyridinecarbaldehyde). As a reaction SMILES: [CH3:1][C:2]1[NH:11][C:10](=[O:12])[C:9]2[C:4](=[CH:5][CH:6]=[CH:7][CH:8]=2)[N:3]=1.[N:13]1[CH:18]=[CH:17][CH:16]=[C:15]([CH:19]=O)[CH:14]=1>C(O)(=O)C>[N:13]1[CH:18]=[CH:17][CH:16]=[C:15]([CH:19]=[CH:1][C:2]2[NH:11][C:10](=[O:12])[C:9]3[C:4](=[CH:5][CH:6]=[CH:7][CH:8]=3)[N:3]=2)[CH:14]=1. Solvent: C(C)(=O)O (acetic acid). Procedure: A mixture of 2-methylquinazolin-4-one (6.1 g) and 3-pyridinecarbaldehyde (4.1 g) in acetic acid (80 mL) was heated to reflux for 20 hours. After cooling to room temperature, the precipitate was collected by filtration, washed with methanol and dried to obtain the title compound as an acetic acid salt (10.5 g). Procedure details: A solution of 7.1 g of 4-[3-(3,4-dimethoxyphenyl)propoxy]-2-hydroxy-3-propylbenzoic acid methyl ester in 180 mL of methanol and 90 mL of 1N sodium hydroxide was stirred at reflux for 1 hour. The solvent was removed under reduced pressure, the residue was acidified and the product was extracted with methylene chloride. The dried (MgSO4) extract was concentrated to 6.5 g, mp 104°-110°, of 4-[3-(3,4-dimethoxyphenyl)propoxy]-2-hydroxy-3-propylbenzoic acid. The product is COC=1C=C(C=CC1OC)CCCOC1=C(C(=C(C(=O)O)C=C1)O)CCC (4-[3-(3,4-Dimethoxyphenyl)propoxy]-2-hydroxy-3-propylbenzoic acid). Reactants: COC(C1=C(C(=C(C=C1)OCCCC1=CC(=C(C=C1)OC)OC)CCC)O)=O (4-[3-(3,4-dimethoxyphenyl)propoxy]-2-hydroxy-3-propylbenzoic acid methyl ester). Solvent: CO (methanol), [OH-].[Na+] (sodium hydroxide). Reaction SMILES: C[O:2][C:3](=[O:28])[C:4]1[CH:9]=[CH:8][C:7]([O:10][CH2:11][CH2:12][CH2:13][C:14]2[CH:19]=[CH:18][C:17]([O:20][CH3:21])=[C:16]([O:22][CH3:23])[CH:15]=2)=[C:6]([CH2:24][CH2:25][CH3:26])[C:5]=1[OH:27]>CO.[OH-].[Na+]>[CH3:23][O:22][C:16]1[CH:15]=[C:14]([CH2:13][CH2:12][CH2:11][O:10][C:7]2[CH:8]=[CH:9][C:4]([C:3]([OH:28])=[O:2])=[C:5]([OH:27])[C:6]=2[CH2:24][CH2:25][CH3:26])[CH:19]=[CH:18][C:17]=1[O:20][CH3:21] |f:2.3|. The reactants are Cl.Cl.N1(CCCCC1)CCCN1CCNCCC1=O (4-(3-piperidin-1-yl-propyl)-[1,4]diazepan-5-one-dihydrochloride), Cl.Cl.N1(CCCCC1)CCCN1CCNCCC1=O (4-(3-piperidin-1-yl-propyl)-[1,4]diazepan-5-one-dihydrochloride), C1(=CC=CC2=CC=CC=C12)\C=C/C(=O)O ((Z)-3-naphthalen-1-yl-acrylic acid). Product: C1(=CC=CC2=CC=CC=C12)\C=C/C(=O)N1CCN(C(CC1)=O)CCCN1CCCCC1 (1-((Z)-3-Naphthalen-1-yl-acryloyl)-4-(3-piperidin-1-yl-propyl)-[1,4]diazepan-5-one). As a reaction SMILES: Cl.Cl.[N:3]1([CH2:9][CH2:10][CH2:11][N:12]2[C:18](=[O:19])[CH2:17][CH2:16][NH:15][CH2:14][CH2:13]2)[CH2:8][CH2:7][CH2:6][CH2:5][CH2:4]1.[C:20]1(/[CH:30]=[CH:31]\[C:32](O)=[O:33])[C:29]2[C:24](=[CH:25][CH:26]=[CH:27][CH:28]=2)[CH:23]=[CH:22][CH:21]=1>>[C:20]1(/[CH:30]=[CH:31]\[C:32]([N:15]2[CH2:16][CH2:17][C:18](=[O:19])[N:12]([CH2:11][CH2:10][CH2:9][N:3]3[CH2:4][CH2:5][CH2:6][CH2:7][CH2:8]3)[CH2:13][CH2:14]2)=[O:33])[C:29]2[C:24](=[CH:25][CH:26]=[CH:27][CH:28]=2)[CH:23]=[CH:22][CH:21]=1 |f:0.1.2|. Procedure details: In analogy to the procedure described for example 11A, 4-(3-piperidin-1-yl-propyl)-[1,4]diazepan-5-one-dihydrochloride (intermediate 4B) and (Z)-3-naphthalen-1-yl-acrylic acid gave the title compound as light yellow foam. MS: 420.1 (MH+). Reactants: [N+]1(=C2C(=NO1)C=CC=C2)[O-] (benzofurazan 1-oxide), C(C1=CC=CC=C1)(=O)CC(C)=O (benzoylacetone), [OH-].[Na+] (sodium hydroxide). Solvent: C(C)O (ethanol). Reaction conditions: time 30 minute. The product is C(C1=CC=CC=C1)(=O)C1=[N+](C2=CC=CC=C2[N+](=C1C)[O-])[O-] (2-benzoyl-3-methylquinoxaline 1,4-dioxide). Isolated yield 92.0%. As a reaction SMILES: [N+:1]1([O-:10])[O:5][N:4]=[C:3]2[CH:6]=[CH:7][CH:8]=[CH:9][C:2]=12.[C:11]([CH2:19][C:20](=O)[CH3:21])(=[O:18])[C:12]1[CH:17]=[CH:16][CH:15]=[CH:14][CH:13]=1.[OH-].[Na+]>C(O)C>[C:11]([C:19]1[C:20]([CH3:21])=[N+:4]([O-:5])[C:3]2[C:2](=[CH:9][CH:8]=[CH:7][CH:6]=2)[N+:1]=1[O-:10])(=[O:18])[C:12]1[CH:17]=[CH:16][CH:15]=[CH:14][CH:13]=1 |f:2.3|. Procedure details: To a stirred suspension of 80 g. (0.59 mol.) of benzofurazan 1-oxide and 95 g. (0.59 mol.) of benzoylacetone in 1,000 ml. of ethanol was added 1.6 g. (0.04 mol.) of finely divided sodium hydroxide. The mixture became clear after about 30 minutes. Stirring was continued for a further 16 hours, and then the solid which had precipitated was collected by filtration. It was washed with ethanol, and dried to afford 153 g. (92% yield) of 2-benzoyl-3-methylquinoxaline 1,4-dioxide, m.p. 229°-231° C. Starting materials: C[C@](C(=O)NOC1OCCCC1)(CCN1N=C(C(=C1)C1=CC=CC=C1)C)S(=O)(=O)C ((2R)-2-methyl-4-(3-methyl-4-phenyl-1H-pyrazol-1-yl)-2-(methylsulfonyl)-N-(tetrahydro-2H-pyran-2-yloxy)butanamide), CC1=CC=C(C=C1)S(=O)(=O)[O-].C1=CC=[NH+]C=C1 (PPTS). Run in CCO (EtOH). Yields the product ONC([C@@](CCN1N=C(C(=C1)C1=CC=CC=C1)C)(S(=O)(=O)C)C)=O ((2R)—N-hydroxy-2-methyl-4-(3-methyl-4-phenyl-1H-pyrazol-1-yl)-2-(methylsulfonyl)butanamide). Yield: 36.0%. As a reaction SMILES: [CH3:1][C@@:2]([S:27]([CH3:30])(=[O:29])=[O:28])([CH2:13][CH2:14][N:15]1[CH:19]=[C:18]([C:20]2[CH:25]=[CH:24][CH:23]=[CH:22][CH:21]=2)[C:17]([CH3:26])=[N:16]1)[C:3]([NH:5][O:6]C1CCCCO1)=[O:4].CC1C=CC(S([O-])(=O)=O)=CC=1.C1C=C[NH+]=CC=1>CCO>[OH:6][NH:5][C:3](=[O:4])[C@:2]([CH3:1])([S:27]([CH3:30])(=[O:29])=[O:28])[CH2:13][CH2:14][N:15]1[CH:19]=[C:18]([C:20]2[CH:25]=[CH:24][CH:23]=[CH:22][CH:21]=2)[C:17]([CH3:26])=[N:16]1 |f:1.2|. Procedure: To a solution of (2R)-2-methyl-4-(3-methyl-4-phenyl-1H-pyrazol-1-yl)-2-(methylsulfonyl)-N-(tetrahydro-2H-pyran-2-yloxy)butanamide (110 mg, 0.253 mmol) in EtOH (5 mL) was added PPTS (20 mg, 0.080 mmol) and the mixture was heated at reflux for 3 h. The solution was concentrated to afford a crude white solid which was purified via flash chromatography using an Analogix SF10-8 g silica column eluting with ethyl acetate in heptane (50-80%) to give (2R)—N-hydroxy-2-methyl-4-(3-methyl-4-phenyl-1H-pyraz... Starting materials: C1=CCCCC1 (cyclohexene), C(C)(=O)OCC (ethyl acetate), C(C1=CC=CC=C1)OC1=C(C=O)C=CC=C1OC[C@H]1CO1 ((R)-2-benzyloxy-3-(2,3-epoxypropoxy)benzaldehyde). Reagents/catalysts: [Pd] (palladium on carbon). Solvent: C(C)O (ethanol), O (water), C(C)N(CC)CC (triethylamine). Product: OC[C@H]1COC2=C(O1)C(=CC=C2)C=O ((S)-2-hydroxymethyl-1,4-benzodioxan-8-carboxaldehyde). As a reaction SMILES: C1CCCCC=1.C(OCC)(=O)C.C([O:20][C:21]1[C:28]([O:29][CH2:30][C@@H:31]2[O:33][CH2:32]2)=[CH:27][CH:26]=[CH:25][C:22]=1[CH:23]=[O:24])C1C=CC=CC=1>[Pd].C(O)C.O.C(N(CC)CC)C>[OH:33][CH2:32][C@@H:31]1[O:20][C:21]2[C:22]([CH:23]=[O:24])=[CH:25][CH:26]=[CH:27][C:28]=2[O:29][CH2:30]1. Procedure details: The combined product from the previous reaction (57.27 g), palladium on carbon (10%; 2.75 g), cyclohexene (81.4 ml) and ethyl acetate (2 L) were heated and stirred together under reflux under nitrogen for 24 hours. The solvent was evaporated and the residue dissolved in ethyl acetate (1 L) then filtered through a pad of Celite. The solvent was removed in vacuo to give an orange oil, which was dissolved in a mixture of ethanol (500 ml), water (500 ml) and triethylamine (55.2 ml). This mixture was... Starting materials: COC(C1=CC(=C(C=C1)Br)OC)=O (4-bromo-3-methoxy-benzoic acid methyl ester), C1CCOC1.CO (THF MeOH), [OH-].[Li+] (lithium hydroxide), Cl (HCl). Run in O (water). Conditions: time 8 hour. Product: BrC1=C(C=C(C(=O)O)C=C1)OC (4-bromo-3-methoxy-benzoic acid). Isolated yield 56.0%. RXN SMILES: C[O:2][C:3](=[O:13])[C:4]1[CH:9]=[CH:8][C:7]([Br:10])=[C:6]([O:11][CH3:12])[CH:5]=1.C1COCC1.CO.[OH-].[Li+].Cl>O>[Br:10][C:7]1[CH:8]=[CH:9][C:4]([C:3]([OH:13])=[O:2])=[CH:5][C:6]=1[O:11][CH3:12] |f:1.2,3.4|. Reported procedure: To a solution of 4-bromo-3-methoxy-benzoic acid methyl ester (6.875 mmol, 1.676 mL) in a mixture 1:1 of THF/MeOH (15 mL), lithium hydroxide (7.553 mmol, 0.180 g) was added, and the reaction was stirred at RT overnight before distillation of volatiles. The residue was diluted with water, acidified with a solution of HCl (1N), and stirred for 1 hour. The formed precipitate was filtered off, and washed with water and petroleum ether to give 4-bromo-3-methoxy-benzoic acid. Yield: 56%.